This data is from the Open Reaction Database (ORD), a public repository of structured organic reaction records. The task is: describe an organic reaction: reactants, conditions, products, and yield The reactants are ClC1=CC2=C(C(=CCN=C2C2=CC=CC=C2)C#CCN2C(C=3C(C2=O)=CC=CC3)=O)C=C1 (8-chloro-5-(1-phthalimido-2-propyn-3-yl)-1-phenyl-3H-2-benzazepine), CN (methylamine), ice water. The solvent is C(C)O (ethanol). Conditions: time 1 hour. Product: Cl.Cl.ClC1=CC2=C(C(=CCN=C2C2=CC=CC=C2)C#CCN)C=C1 (8-Chloro-5-(1-amino-2-propyn-3-yl)-1-phenyl-3H-2-benzazepine dihydrochloride). RXN SMILES: [Cl:1][C:2]1[CH:32]=[CH:31][C:5]2[C:6]([C:17]#[C:18][CH2:19][N:20]3C(=O)C4=CC=CC=C4C3=O)=[CH:7][CH2:8][N:9]=[C:10]([C:11]3[CH:16]=[CH:15][CH:14]=[CH:13][CH:12]=3)[C:4]=2[CH:3]=1.CN>C(O)C>[ClH:1].[ClH:1].[Cl:1][C:2]1[CH:32]=[CH:31][C:5]2[C:6]([C:17]#[C:18][CH2:19][NH2:20])=[CH:7][CH2:8][N:9]=[C:10]([C:11]3[CH:16]=[CH:15][CH:14]=[CH:13][CH:12]=3)[C:4]=2[CH:3]=1 |f:3.4.5|. Procedure details: A mixture of 5 g (11.4 mmole) of 8-chloro-5-(1-phthalimido-2-propyn-3-yl)-1-phenyl-3H-2-benzazepine, 100 ml of ethanol and 20 ml of 40% aqueous methylamine was stirred at room temperature for 1 hr, poured into ice water and extracted with ether. The ether solution was dried over anhydrous sodium sulfate and concentrated at reduced pressure to dryness. The residue was dissolved in an excess of methanolic hydrogen chloride and concentrated at reduced pressure to dryness. The residue crystallized f... The reactants are S1C(=NC=C1)C1(CCC1)O (1-(thiazol-2-yl)cyclobutanol), [H-].[Na+] (sodium hydride), ClCOC (chloro(methoxy)methane). Run in CN(C=O)C (N,N-dimethylformamide), CN(C=O)C (N,N-dimethylformamide). Run at time 0.5 hour. Product: COCOC1(CCC1)C=1SC=CN1 (2-(1-(methoxymethoxy)cyclobutyl)thiazole). As a reaction SMILES: [H-].[Na+].[S:3]1[CH:7]=[CH:6][N:5]=[C:4]1[C:8]1([OH:12])[CH2:11][CH2:10][CH2:9]1.Cl[CH2:14][O:15][CH3:16]>CN(C)C=O>[CH3:14][O:15][CH2:16][O:12][C:8]1([C:4]2[S:3][CH:7]=[CH:6][N:5]=2)[CH2:11][CH2:10][CH2:9]1 |f:0.1|. Procedure: To a cold (0° C.) suspension of sodium hydride (1.07 g, 44.4 mmol) in N,N-dimethylformamide (50 mL) was added a solution of 1-(thiazol-2-yl)cyclobutanol (Example 1A) (5.3 g, 34.1 mmol) in N,N-dimethylformamide (18 mL). After 0.5 hours, chloro(methoxy)methane (3.89 ml, 51.2 mmol) was added, and the reaction was stirred for 16 hours. The reaction was quenched by the addition of ether and water. The layers were separated, and the aqueous layer was extracted with additional ether. The combined organ... The reactants are C(C)(C)(C)OC(=O)N1C(CCC1)(C)C (2,2-dimethylpyrrolidine-1-carboxylic acid tert-butyl ester), C(C1=CC=CC=C1)N([C@H](C=O)CC1=CC=CC=C1)CC1=CC=CC=C1 (2-(S)-dibenzylamino-3-phenylpropionaldehyde), [Cl-].[NH4+] (ammonium chloride), C(C)(CC)[Li] (sec-butyllithium), C1CCN2C[C@@H]3C[C@H]([C@H]2C1)CN4[C@H]3CCCC4 ((−)-sparteine). Run in C(C)OCC (diethyl ether), C(C)OCC (diethyl ether), C(C)(=O)OCC (ethyl acetate), C(C)OCC (diethyl ether). Run at time 2 hour. Yields the product C(C)(C)(C)OC(=O)N1[C@H](CCC1(C)C)[C@H]([C@H](CC1=CC=CC=C1)N(CC1=CC=CC=C1)CC1=CC=CC=C1)O (2-(R)-(2-(S)-Dibenzylamino-1-(S)-hydroxy-3-phenylpropyl)-5,5-dimethylpyrrolidine-1-carboxylic acid tert-butyl ester). The yield is 11.9%. RXN SMILES: C([Li])(CC)C.C1C[C@H]2N(C[C@H]3[C@@H]4CCCCN4C[C@@H]2C3)CC1.[C:23]([O:27][C:28]([N:30]1[CH2:34][CH2:33][CH2:32][C:31]1([CH3:36])[CH3:35])=[O:29])([CH3:26])([CH3:25])[CH3:24].[CH2:37]([N:44]([CH2:55][C:56]1[CH:61]=[CH:60][CH:59]=[CH:58][CH:57]=1)[C@@H:45]([CH2:48][C:49]1[CH:54]=[CH:53][CH:52]=[CH:51][CH:50]=1)[CH:46]=[O:47])[C:38]1[CH:43]=[CH:42][CH:41]=[CH:40][CH:39]=1.[Cl-].[NH4+]>C(OCC)C.C(OCC)(=O)C>[C:23]([O:27][C:28]([N:30]1[C:31]([CH3:36])([CH3:35])[CH2:32][CH2:33][C@@H:34]1[C@@H:46]([OH:47])[C@@H:45]([N:44]([CH2:37][C:38]1[CH:39]=[CH:40][CH:41]=[CH:42][CH:43]=1)[CH2:55][C:56]1[CH:57]=[CH:58][CH:59]=[CH:60][CH:61]=1)[CH2:48][C:49]1[CH:54]=[CH:53][CH:52]=[CH:51][CH:50]=1)=[O:29])([CH3:26])([CH3:24])[CH3:25] |f:4.5|. Reported procedure: Add sec-butyllithium (2.9 mL, 2.1 mmol) dropwise to a solution of freshly distilled (−)-sparteine (1 mL, 4.3 mmol) in diethyl ether (25 mL) over 3 min at −78° C. Add 2,2-dimethylpyrrolidine-1-carboxylic acid tert-butyl ester (645 mg, 3.2 mmol) in diethyl ether (2 mL) dropwise over 10 min. Stir 2 h, add 2-(S)-dibenzylamino-3-phenylpropionaldehyde (967 mg, 2.9 mmol) in diethyl ether (2 mL) over 5 min and stir 20 min. Add saturated aqueous ammonium chloride solution and ethyl acetate and let warm t... Starting materials: [N+](#[C-])C(CC)S(=O)(=O)C1=CC=C(C=C1)C (1-(1-isocyanopropylsulfonyl)-4-methylbenzene), BrC1=CC=C(C=O)C=C1 (4-bromobenzaldehyde), C(=O)([O-])[O-].[K+].[K+] (K2CO3). Solvent: CO (MeOH). Product: BrC1=CC=C(C=C1)C1=C(N=CO1)CC (5-(4-bromophenyl)-4-ethyloxazole). As a reaction SMILES: [N+:1]([CH:3](S(C1C=CC(C)=CC=1)(=O)=O)[CH2:4][CH3:5])#[C-:2].[Br:16][C:17]1[CH:24]=[CH:23][C:20]([CH:21]=[O:22])=[CH:19][CH:18]=1.C([O-])([O-])=O.[K+].[K+]>CO>[Br:16][C:17]1[CH:24]=[CH:23][C:20]([C:21]2[O:22][CH:2]=[N:1][C:3]=2[CH2:4][CH3:5])=[CH:19][CH:18]=1 |f:2.3.4|. Procedure details: A mixture of 1-(1-isocyanopropylsulfonyl)-4-methylbenzene (1.21 g, 5.40 mmol), 4-bromobenzaldehyde (1 g, 5 mmol), and K2CO3 (0.896 g, 6.49 mmol) in MeOH (27 mL) was heated at reflux overnight. The reaction was cooled to ambient temperature and the solvent was evaporated at reduced pressure. The residue was partitioned between water and EtOAc. The separated organic phase was washed with water and brine, dried (Na2SO4), filtered, and concentrated in vacuo. The crude product was dissolved in minima... Reactants: NC(CN1N=CN=C1)(CN1N=CN=C1)C1=C(C=C(C=C1)Cl)Cl (2-Amino-1,3-bis(1H-1,2,4-triazol-1-yl)-2-(2,4-dichlorophenyl)propane), [H-].[Na+] (sodium hydride), ClC(=O)OC (Methyl chloroformate). Run in O1CCCC1 (tetrahydrofuran). Run at time 1 hour. Yields the product O.N1(N=CN=C1)CC(CN1N=CN=C1)(NC(=O)OC)C1=C(C=C(C=C1)Cl)Cl.N1(N=CN=C1)CC(CN1N=CN=C1)(C1=C(C=C(C=C1)Cl)Cl)NC(=O)OC (1,3-bis-(1H-1,2,4-triazol-1-yl) 2-(2,4-dichlorophenyl)-2-methoxycarbonylaminopropane hemihydrate). The yield is 16.9%. RXN SMILES: [NH2:1][C:2]([C:15]1[CH:20]=[CH:19][C:18]([Cl:21])=[CH:17][C:16]=1[Cl:22])([CH2:9][N:10]1[CH:14]=[N:13][CH:12]=[N:11]1)[CH2:3][N:4]1[CH:8]=[N:7][CH:6]=[N:5]1.[H-].[Na+].Cl[C:26]([O:28][CH3:29])=[O:27]>O1CCCC1>[OH2:27].[N:10]1([CH2:9][C:2]([C:15]2[CH:20]=[CH:19][C:18]([Cl:21])=[CH:17][C:16]=2[Cl:22])([NH:1][C:26]([O:28][CH3:29])=[O:27])[CH2:3][N:4]2[CH:8]=[N:7][CH:6]=[N:5]2)[CH:14]=[N:13][CH:12]=[N:11]1.[N:10]1([CH2:9][C:2]([NH:1][C:26]([O:28][CH3:29])=[O:27])([C:15]2[CH:20]=[CH:19][C:18]([Cl:21])=[CH:17][C:16]=2[Cl:22])[CH2:3][N:4]2[CH:8]=[N:7][CH:6]=[N:5]2)[CH:14]=[N:13][CH:12]=[N:11]1 |f:1.2,5.6.7|. Procedure: 2-Amino-1,3-bis(1H-1,2,4-triazol-1-yl)-2-(2,4-dichlorophenyl)propane (0.234 g, 0.7 mmole) was added to a suspension of oil-free sodium hydride (27 mg, 1.125 mmole) in dry tetrahydrofuran (5 ml) and the mixture was stirred at room temperature for 1 hour. Methyl chloroformate (0.104 g, 1.1 mmole) was then added and the mixture was stirred at room temperature for 16 hours. The solvent was removed in vacuo and the residue dissolved in chloroform (25 ml) and then washed with water (10 ml). The organi... Run at time 2 hour. As a reaction SMILES: [CH3:1][O:2][C:3]1[CH:8]=[CH:7][C:6]([N:9]2[CH2:14][CH2:13][O:12][CH2:11][CH2:10]2)=[CH:5][C:4]=1[NH:15][C:16]([C:18]1[NH:27][C:21]2=[N:22][C:23]([CH3:26])=[CH:24][CH:25]=[C:20]2[N:19]=1)=[S:17].Br.CC(O)=O.CS(C)=O.[OH-].[NH4+]>C(OCC)(=O)C.O>[CH3:1][O:2][C:3]1[C:4]2[N:15]=[C:16]([C:18]3[NH:27][C:21]4=[N:22][C:23]([CH3:26])=[CH:24][CH:25]=[C:20]4[N:19]=3)[S:17][C:5]=2[C:6]([N:9]2[CH2:10][CH2:11][O:12][CH2:13][CH2:14]2)=[CH:7][CH:8]=1 |f:4.5|. Run in O (water), C(C)(=O)OCC (ethyl acetate), O (water). Procedure details: 0.3 g 5-Methyl-3H-imidazo[4,5-b]pyridine-2-carbothioic acid (2-methoxy-5-morpholin-4-yl-phenyl)-amide (0.8 mmol) was dissolved in ethyl acetate (3 ml), heated to reflux and treated with 0.27 ml HBr in AcOH (5.7M, 1.6 mmol) and 0.067 ml DMSO (0.94 mmol). Stirring at reflux was continued for 2 h. Upon cooling a precipitation formed, which was isolated and dissolved in water (2 ml). The pH was adjusted to 10 with 25% ammonium hydroxide in water. Once again a precipitation formed, which was filtered... Yield: 41.0%. Starting materials: Br (HBr), CC(=O)O (AcOH), CS(=O)C (DMSO), [OH-].[NH4+] (ammonium hydroxide), COC1=C(C=C(C=C1)N1CCOCC1)NC(=S)C1=NC=2C(=NC(=CC2)C)N1 (5-Methyl-3H-imidazo[4,5-b]pyridine-2-carbothioic acid (2-methoxy-5-morpholin-4-yl-phenyl)-amide). Product: COC1=CC=C(C2=C1N=C(S2)C2=NC=1C(=NC(=CC1)C)N2)N2CCOCC2 (2-(4-methoxy-7-morpholin-4-yl-benzothiazol-2-yl)-5-methyl-3H-imidazo[4,5-b]pyridine). Procedure: A mixture of methyl 4-(4-(chloromethyl)-5-methyloxazol-2-yl)benzoate (2.0 g, 7.55 mmol, 1.00 equiv), lithium 4-(3-morpholinopropyl)benzenesulfinate (4.0 g, 14.55 mmol, 1.93 equiv) and potassium carbonate (1.35 g, 9.78 mmol, 1.30 equiv) in N,N-dimethylformamide (50 mL) was stirred overnight at 70° C. The product was precipitated by the addition of 150 mL ice and water after the reaction was cooled to room temperature. The solid was collected by filtration, washed with 2×15 mL of water and dried i... The product is CC1=C(N=C(O1)C1=CC=C(C(=O)OC)C=C1)CS(=O)(=O)C1=CC=C(C=C1)CCCN1CCOCC1 (methyl 4-(5-methyl-4-((4-(3-morpholinopropyl)phenylsulfonyl)methyl)oxazol-2-yl)benzoate). Run in CN(C=O)C (N,N-dimethylformamide). Conditions: temperature 70 celsius, time 8 hour. Starting materials: ClCC=1N=C(OC1C)C1=CC=C(C(=O)OC)C=C1 (methyl 4-(4-(chloromethyl)-5-methyloxazol-2-yl)benzoate), O1CCN(CC1)CCCC1=CC=C(C=C1)S(=O)[O-].[Li+] (lithium 4-(3-morpholinopropyl)benzenesulfinate), C([O-])([O-])=O.[K+].[K+] (potassium carbonate). RXN SMILES: Cl[CH2:2][C:3]1[N:4]=[C:5]([C:9]2[CH:18]=[CH:17][C:12]([C:13]([O:15][CH3:16])=[O:14])=[CH:11][CH:10]=2)[O:6][C:7]=1[CH3:8].[O:19]1[CH2:24][CH2:23][N:22]([CH2:25][CH2:26][CH2:27][C:28]2[CH:33]=[CH:32][C:31]([S:34]([O-:36])=[O:35])=[CH:30][CH:29]=2)[CH2:21][CH2:20]1.[Li+].C(=O)([O-])[O-].[K+].[K+]>CN(C)C=O>[CH3:8][C:7]1[O:6][C:5]([C:9]2[CH:18]=[CH:17][C:12]([C:13]([O:15][CH3:16])=[O:14])=[CH:11][CH:10]=2)=[N:4][C:3]=1[CH2:2][S:34]([C:31]1[CH:32]=[CH:33][C:28]([CH2:27][CH2:26][CH2:25][N:22]2[CH2:23][CH2:24][O:19][CH2:20][CH2:21]2)=[CH:29][CH:30]=1)(=[O:35])=[O:36] |f:1.2,3.4.5|. Yield: 74.4%. Reactants: CCOC(C)=O, CC(C)CCON=O, COC(=O)c1cnc(N)s1, C1COCCO1. Yields the product COC(=O)c1cncs1. Reaction SMILES: [CH3:19][CH2:20][O:21][C:22](=[O:23])[CH3:24].[CH3:1][CH:2]([CH2:3][CH2:4][O:5][N:6]=[O:7])[CH3:8].[CH3:9][O:10][C:11](=[O:12])[c:13]1[cH:14][n:15][c:16]([NH2:18])[s:17]1.[O:25]1[CH2:26][CH2:27][O:28][CH2:29][CH2:30]1>>[CH3:9][O:10][C:11](=[O:12])[c:13]1[cH:14][n:15][cH:16][s:17]1. Reactants: polyamide, NCCCCCCCCCCCCN (dodecamethylenediamine), C(CCCCCCCCCCC(=O)O)(=O)O (n-dodecanedioic acid). The product is C(CCCCCN)CCCCC(=O)O (polyundecanolactam). As a reaction SMILES: [NH2:1]CCCCCCCCCCCCN.[C:15]([OH:30])(=[O:29])[CH2:16][CH2:17][CH2:18][CH2:19][CH2:20][CH2:21][CH2:22][CH2:23][CH2:24][CH2:25]C(O)=O>>[CH2:20]([CH2:19][CH2:18][CH2:17][CH2:16][C:15]([OH:30])=[O:29])[CH2:21][CH2:22][CH2:23][CH2:24][CH2:25][NH2:1]. Procedure: polyamide of dodecamethylenediamine and n-dodecanedioic acid (nylon 12:12) Reactants: S(O)(O)(=O)=O (sulphuric acid), ClC1=CC=C(C=C1)C1(CCC1)C(CO)(OC)OC (2-[1-(4-Chlorophenyl)cyclobutyl]-2,2-dimethoxyethanol), CI (methyl iodide), [OH-].[K+] (potassium hydroxide). Run in CS(=O)C (dimethylsulphoxide), O (water). Conditions: time 5 minute. Yields the product ClC1=CC=C(C=C1)C1(CCC1)C(COC)=O (1-[1-(4-chlorophenyl)cyclobutyl]-2methoxyethanone). RXN SMILES: [Cl:1][C:2]1[CH:7]=[CH:6][C:5]([C:8]2([C:12]([O:17]C)(OC)[CH2:13][OH:14])[CH2:11][CH2:10][CH2:9]2)=[CH:4][CH:3]=1.[CH3:19]I.[OH-].[K+].S(=O)(=O)(O)O>O.CS(C)=O>[Cl:1][C:2]1[CH:7]=[CH:6][C:5]([C:8]2([C:12](=[O:17])[CH2:13][O:14][CH3:19])[CH2:11][CH2:10][CH2:9]2)=[CH:4][CH:3]=1 |f:2.3|. Procedure: 2-[1-(4-Chlorophenyl)cyclobutyl]-2,2-dimethoxyethanol (1.48 g) and then methyl iodide (1.86 g) were added to a mixture of powdered potassium hydroxide (1.23 g) and dry dimethylsulphoxide (10 ml) which had been stirred for 5 minutes. The mixture was stirred for 30 minutes and was then poured into water (100 ml). The resulting mixture was acidified with concentrated sulphuric acid and extracted with dichloromethane. The extract was washed with water and dried and then evaporated to give 1-[1-(4-ch...